Dataset: the Open Reaction Database (ORD), a public repository of structured organic reaction records. Task: describe an organic reaction: reactants, conditions, products, and yield Starting materials: COC1=CC=C(CN2N=C(N=N2)C(=O)[O-])C=C1.[K+] (Potassium 2-(4-methoxybenzyl)-2H-tetrazole-5-carboxylate), Cl (hydrochloric acid). Solvent: O (water). Conditions: time 3 hour. Product: COC1=CC=C(CN2N=C(N=N2)C(=O)O)C=C1 (2-(4-methoxybenzyl)-2H-tetrazole-5-carboxylic acid). The yield is 56.9%. As a reaction SMILES: [CH3:1][O:2][C:3]1[CH:17]=[CH:16][C:6]([CH2:7][N:8]2[N:12]=[N:11][C:10]([C:13]([O-:15])=[O:14])=[N:9]2)=[CH:5][CH:4]=1.[K+].Cl>O>[CH3:1][O:2][C:3]1[CH:4]=[CH:5][C:6]([CH2:7][N:8]2[N:12]=[N:11][C:10]([C:13]([OH:15])=[O:14])=[N:9]2)=[CH:16][CH:17]=1 |f:0.1|. Reported procedure: Potassium 2-(4-methoxybenzyl)-2H-tetrazole-5-carboxylate (2.45 g) was dissolved in a minimum quantity of water and acidified to pH 1 by treatment with concentrated hydrochloric acid. The mixture was stirred for 3 hours, and then the solid was filtered off and washed with water to give 2-(4-methoxybenzyl)-2H-tetrazole-5-carboxylic acid (1.20 g), m.p. 146°-147° C. (with decomposition). Starting materials: BrC1=C(C=CC(=C1)O)C=1OC2=C(C1)C=C(C=C2)O (2-(2-Bromo-4-hydroxy-phenyl)-benzofuran-5-ol), C1(=CC=CC=C1)B(O)O (phenylboronic acid), Cl (HCl). The reagents and catalysts are C=1C=CC(=CC1)[P](C=2C=CC=CC2)(C=3C=CC=CC3)[Pd]([P](C=4C=CC=CC4)(C=5C=CC=CC5)C=6C=CC=CC6)([P](C=7C=CC=CC7)(C=8C=CC=CC8)C=9C=CC=CC9)[P](C=1C=CC=CC1)(C=1C=CC=CC1)C=1C=CC=CC1 (Pd(PPh3)4). Run in CCO (EtOH). The product is C(C1=CC=CC=C1)OC1=CC=C(C=C1)C1=C(C=CC(=C1)O)C=1OC2=C(C1)C=C(C=C2)O (2-(4′-Benzyloxy-5-hydroxy-biphenyl-2-yl)-benzofuran-5-ol). Reaction SMILES: Br[C:2]1[CH:7]=[C:6]([OH:8])[CH:5]=[CH:4][C:3]=1[C:9]1[O:10][C:11]2[CH:17]=[CH:16][C:15]([OH:18])=[CH:14][C:12]=2[CH:13]=1.[C:19]1(B(O)O)[CH:24]=[CH:23][CH:22]=[CH:21][CH:20]=1.Cl>C1C=CC([P]([Pd]([P](C2C=CC=CC=2)(C2C=CC=CC=2)C2C=CC=CC=2)([P](C2C=CC=CC=2)(C2C=CC=CC=2)C2C=CC=CC=2)[P](C2C=CC=CC=2)(C2C=CC=CC=2)C2C=CC=CC=2)(C2C=CC=CC=2)C2C=CC=CC=2)=CC=1.CCO>[CH2:9]([O:10][C:11]1[CH:17]=[CH:16][C:15]([C:2]2[CH:7]=[C:6]([OH:8])[CH:5]=[CH:4][C:3]=2[C:9]2[O:10][C:11]3[CH:17]=[CH:16][C:15]([OH:18])=[CH:14][C:12]=3[CH:13]=2)=[CH:14][CH:12]=1)[C:19]1[CH:24]=[CH:23][CH:22]=[CH:21][CH:20]=1 |^1:32,34,53,72|. Procedure details: Compound 102 (0.23 g, 7.9 mmol) in a solution consisting of Tol/EtOH/2M Na2CO3 aq (15 mL/2 mL/15 mL) was treated with 4-benzloxy phenylboronic acid (0.12 g, 1.0 mmol) and cat Pd(PPh3)4 and heated to reflux until TLC analysis indicated complete reaction. The reaction mixture was treated with 2 N HCl aq and extracted with EtOAc. The EtOAc layer was washed with saturated NaHCO3 aq, brine and dried over MgSO4. After filtration, the residue was chromatographed on silica gel (1:4 EtOAc/hexanes) to yie... Starting materials: P(O)(O)(O)=O (phosphoric acid), [O-]Cl=O.[Na+] (NaClO2), C(OCCCCBr)(OC\C(=C(/CO)\C1=CC=CC=C1)\C1=CC=C(C=C1)S(=O)(=O)C)=O (4-bromobutyl (2Z)-4-hydroxy-2-[4-(methylsulfonyl)phenyl]-3-phenylbut-2-enyl carbonate), CC(=O)OI1(C=2C=CC=CC2C(=O)O1)(OC(=O)C)OC(=O)C (Dess-Martin reagent), CC(C)=CC (2-methyl-2-butene). Solvent: C1CCOC1 (THF), CC(C)(C)O (t-BuOH), O (water), ClCCl (dichloromethane). Run at time 1 hour. Product: BrCCCCOC(=O)OC\C(=C(/C(=O)OC)\C1=CC=CC=C1)\C1=CC=C(C=C1)S(=O)(=O)C (methyl (2Z)-4-{[(4-bromobutoxy)carbonyl]oxy}-3-[4-(methylsulfonyl)phenyl]-2-phenylbut-2-enoate). The yield is 87.7%. As a reaction SMILES: [C:1](=[O:30])([O:8][CH2:9]/[C:10](/[C:20]1[CH:25]=[CH:24][C:23]([S:26]([CH3:29])(=[O:28])=[O:27])=[CH:22][CH:21]=1)=[C:11](/[C:14]1[CH:19]=[CH:18][CH:17]=[CH:16][CH:15]=1)\[CH2:12][OH:13])[O:2][CH2:3][CH2:4][CH2:5][CH2:6][Br:7].C[C:32](OI1(OC(C)=O)(OC(C)=O)OC(=O)C2C=CC=CC1=2)=[O:33].CC(=CC)C.P(=O)(O)(O)O.[O-]Cl=O.[Na+]>ClCCl.C1COCC1.CC(O)(C)C.O>[Br:7][CH2:6][CH2:5][CH2:4][CH2:3][O:2][C:1]([O:8][CH2:9]/[C:10](/[C:20]1[CH:25]=[CH:24][C:23]([S:26]([CH3:29])(=[O:27])=[O:28])=[CH:22][CH:21]=1)=[C:11](/[C:14]1[CH:19]=[CH:18][CH:17]=[CH:16][CH:15]=1)\[C:12]([O:33][CH3:32])=[O:13])=[O:30] |f:4.5|. Reported procedure: To a solution of 4.2 g of 4-bromobutyl (2Z)-4-hydroxy-2-[4-(methylsulfonyl)phenyl]-3-phenylbut-2-enyl carbonate in 50 mL of dichloromethane, 4.2 g of Dess-Martin reagent was added and the mixture was stirred at rt for 1 hr. Then 0.5 mL of water was added and the mixture was stirred at rt for 0.5 hr. The resulting mixture was filtered and evaporated. The crude thus obtained was dissolved in a solvent mixture of 30 mL of THF with 30 mL of t-BuOH. To this mixture, 5 mL of 2-methyl-2-butene was adde...